The task is: describe an organic reaction: reactants, conditions, products, and yield. This data is from the Open Reaction Database (ORD), a public repository of structured organic reaction records. The reactants are [Br-] (bromide), BrCCCCN1C(SC2(C1=O)CCCC2)C (3-(4-bromobutyl)-2-methyl-1-thia-3-azaspiro[4.4]nonan-4-one), N1(CCNCC1)C1=NNC2=CC=CC=C12 (3-(1-piperazinyl)-1H-indazole), C(=O)([O-])[O-].[K+].[K+] (K2CO3), [Na+].[I-] (NaI). Run in C(C)(=O)OCC (ethyl acetate), C(C)#N (acetonitrile). Run at time 18 hour. Product: N1N=C(C2=CC=CC=C12)N1CCN(CC1)CCCCC1(SC2(C(N1)=O)CCCC2)C (4-(1-[1H-Indazol-3-yl]-4-piperazinyl)butyl-2-methyl-1-thia-3-azaspiro[4.4]nonan-4-one). Yield: 171.9%. RXN SMILES: BrCCCC[N:6]1[C:10](=[O:11])[C:9]2([CH2:15][CH2:14][CH2:13][CH2:12]2)[S:8][CH:7]1[CH3:16].[N:17]1([C:23]2[C:31]3[C:26](=[CH:27][CH:28]=[CH:29][CH:30]=3)[NH:25][N:24]=2)[CH2:22][CH2:21][NH:20][CH2:19][CH2:18]1.C([O-])([O-])=O.[K+].[K+].[Na+].[I-].[Br-]>C(OCC)(=O)C.C(#N)C>[NH:25]1[C:26]2[C:31](=[CH:30][CH:29]=[CH:28][CH:27]=2)[C:23]([N:17]2[CH2:22][CH2:21][N:20]([CH2:10][CH2:9][CH2:12][CH2:13][C:7]3([CH3:16])[NH:6][C:10](=[O:11])[C:9]4([CH2:12][CH2:13][CH2:14][CH2:15]4)[S:8]3)[CH2:19][CH2:18]2)=[N:24]1 |f:2.3.4,5.6|. Procedure: A mixture of 3-(4-bromobutyl)-2-methyl-1-thia-3-azaspiro[4.4]nonan-4-one (4.20 g), 3-(1-piperazinyl)-1H-indazole (3.0 g), K2CO3 (5.68 g), NaI (310 mg), and acetonitrile (220 ml) was heated between 60° and 80° C. under nitrogen. After 18 hours, TLC analysis showed only a trace of the starting bromide. The mixture was cooled to ambient temperature, ethyl acetate (150 ml) was added, the inorganics filtered, and the filtrate concentrated under reduced pressure. The residue was taken up in dichlorome... The reactants are Cl.ClCC1(CCCC1)N (1-Chloromethylcyclopentanamine HCl salt), C(#N)C1=CC(=C(C=C1)N=C=S)C (4-cyano-2-methylphenyl isothiocyanate), C(#N)C1=CC(=C(C=C1)N=C=S)C (4-cyano-2-methylphenyl isothiocyanate), OCCN (2-hydroxyethylamine), NC1=CC=CC=C1 (aniline), Cl.ClCC1(CCCC1)N (1-chloromethylcyclopentanamine HCl salt). Yields the product C(#N)C1=CC(=C(N)C=C1)C (4-Cyano-2-methylaniline), OCC1(CCCC1)N (1-Hydroxymethylcyclopentanamine), C(#N)C1=CC=C(C=C1)C1=C(C=CC=C1)N=C1NC2(CS1)CCCC2 (2-(4-cyanophenylphenylimino)-3-thia-1-azaspiro[4.4]nonane). Reaction SMILES: [NH2:1][C:2]1[CH:7]=[CH:6][CH:5]=[CH:4][CH:3]=1.[C:8]([C:10]1[CH:15]=[CH:14][C:13]([N:16]=[C:17]=[S:18])=[C:12]([CH3:19])[CH:11]=1)#[N:9].[OH:20]C[CH2:22][NH2:23].Cl.Cl[CH2:26][C:27]1([NH2:32])[CH2:31][CH2:30][CH2:29][CH2:28]1>>[C:8]([C:10]1[CH:15]=[CH:14][C:13]([NH2:16])=[C:12]([CH3:19])[CH:11]=1)#[N:9].[OH:20][CH2:7][C:2]1([NH2:1])[CH2:3][CH2:4][CH2:5][CH2:6]1.[C:22]([C:6]1[CH:5]=[CH:4][C:19]([C:12]2[CH:11]=[CH:10][CH:15]=[CH:14][C:13]=2[N:16]=[C:17]2[S:18][CH2:26][C:27]3([CH2:31][CH2:30][CH2:29][CH2:28]3)[NH:32]2)=[CH:2][CH:7]=1)#[N:23] |f:3.4|. Procedure details: 4-Cyano-2-methylaniline was prepared according to Method A1a. The aniline was converted to 4-cyano-2-methylphenyl isothiocyanate according to Method A2b. 1-Hydroxymethylcyclopentanamine was prepared according to Method B1c. The 2-hydroxyethylamine was converted to 1-chloromethylcyclopentanamine HCl salt according to Method B7e. 1-Chloromethylcyclopentanamine HCl salt was reacted with 4-cyano-2-methylphenyl isothiocyanate according to Method C1e to give 2-(4-cyanophenylphenylimino)-3-thia-1-azasp...